Dataset: the Open Reaction Database (ORD), a public repository of structured organic reaction records. Task: describe an organic reaction: reactants, conditions, products, and yield The reactants are CC=1C(=NC=C(C1)C)CN(C1CCNCC1)CC1=NC=CC=C1C(C)(C)OC ((3,5-Dimethyl-pyridin-2-ylmethyl)-[3-(1-methoxy-1-methyl-ethyl)-pyridin-2-ylmethyl]-piperidin-4-yl-amine), O(C1=CC=CC=C1)C(=O)NO (N-(phenoxycarbonyl)hydroxylamine), resultant solution. Reaction SMILES: [CH3:1][C:2]1[C:3]([CH2:9][N:10]([CH2:17][C:18]2[C:23]([C:24]([O:27][CH3:28])([CH3:26])[CH3:25])=[CH:22][CH:21]=[CH:20][N:19]=2)[CH:11]2[CH2:16][CH2:15][NH:14][CH2:13][CH2:12]2)=[N:4][CH:5]=[C:6]([CH3:8])[CH:7]=1.[O:29]([C:36]([NH:38][OH:39])=O)C1C=CC=CC=1>C1COCC1>[OH:39][NH:38][C:36]([N:14]1[CH2:13][CH2:12][CH:11]([N:10]([CH2:9][C:3]2[C:2]([CH3:1])=[CH:7][C:6]([CH3:8])=[CH:5][N:4]=2)[CH2:17][C:18]2[C:23]([C:24]([O:27][CH3:28])([CH3:25])[CH3:26])=[CH:22][CH:21]=[CH:20][N:19]=2)[CH2:16][CH2:15]1)=[O:29]. Procedure: To a solution of (3,5-Dimethyl-pyridin-2-ylmethyl)-[3-(1-methoxy-1-methyl-ethyl)-pyridin-2-ylmethyl]-piperidin-4-yl-amine (0.245 g, 0.64 mmol) in dry THF (4 mL) was added N-(phenoxycarbonyl)hydroxylamine (0.193 g, 1.26 mmol) and the resultant solution was stirred at 60° C. overnight. The mixture was cooled to room temperature and concentrated. Purification of the crude material by column chromatography on silica gel (10:1:1 CH2Cl2-MeOH—NH4OH) provided 177 mg (54%) of COMPOUND 263 as a white soli... The product is ONC(=O)N1CCC(CC1)N(CC1=NC=CC=C1C(C)(C)OC)CC1=NC=C(C=C1C)C (4-{(3,5-Dimethyl-pyridin-2-ylmethyl)-[3-(1-methoxy-1-methyl-ethyl)-pyridin-2-ylmethyl]-amino}-piperidine-1-carboxylic acid hydroxyamide). Yield: 62.6%. The solvent is C1CCOC1 (THF). The reactants are C(C)OC1=C(C(=O)OCC)C=CC(=C1)CC(=O)NC(C1=C(C=CC=C1)N1CCCCC1)(C1CCCCC1)C (Ethyl 2-ethoxy-4-[N-(α-cyclohexyl-methyl-2-piperidino-benzyl)-aminocarbonylmethyl]-benzoate), [OH-].[Na+] (sodium hydroxide), Cl (hydrochloric acid). The solvent is C(C)O (ethanol). The product is C(C)OC1=C(C(=O)O)C=CC(=C1)CC(=O)NC(C1=C(C=CC=C1)N1CCCCC1)CC1CCCCC1 (2-Ethoxy-4-[N-(α-cyclohexylmethyl-2-piperidinobenzyl)-aminocarbonylmethyl]-benzoic acid). RXN SMILES: [CH2:1]([O:3][C:4]1[CH:14]=[C:13]([CH2:15][C:16]([NH:18][C:19]([CH3:38])(C2CCCCC2)[C:20]2[CH:25]=[CH:24][CH:23]=[CH:22][C:21]=2[N:26]2[CH2:31][CH2:30][CH2:29][CH2:28][CH2:27]2)=[O:17])[CH:12]=[CH:11][C:5]=1[C:6]([O:8]CC)=[O:7])[CH3:2].[OH-].[Na+].Cl>C(O)C>[CH2:1]([O:3][C:4]1[CH:14]=[C:13]([CH2:15][C:16]([NH:18][CH:19]([CH2:38][CH:4]2[CH2:14][CH2:13][CH2:12][CH2:11][CH2:5]2)[C:20]2[CH:25]=[CH:24][CH:23]=[CH:22][C:21]=2[N:26]2[CH2:27][CH2:28][CH2:29][CH2:30][CH2:31]2)=[O:17])[CH:12]=[CH:11][C:5]=1[C:6]([OH:8])=[O:7])[CH3:2] |f:1.2|. Procedure: Ethyl 2-ethoxy-4-[N-(α-cyclohexyl-methyl-2-piperidino-benzyl)-aminocarbonylmethyl]-benzoate (1.15 g, 2.21 mmol) in ethanol (12 ml) are stirred together with 1N sodium hydroxide solution (3.3 ml) for 2 hours at 50° C. Then 1N hydrochloric acid (3.3 ml) is added and the mixture is cooled in ice. The precipitate formed is filtered off, washed with a little ice cold ethanol and dried in vacuo at 100° C. Reactants: C(C)(C)(C)OC(=O)N[C@@H](CC(C)C)C(=O)O (N-(tert-butoxycarbonyl)-L-leucine), FC(C1=CC=CC(=N1)N1C[C@@H]2[C@H](C1)[C@H](CC2)N)(F)F ((3aR,4S,6aS)-2-(6-(Trifluoromethyl)pyridin-2-yl)octahydrocyclopenta[c]pyrrol-4-amine), C(C1=CC=CC=C1)N1C[C@@H]2[C@H](C1)[C@H](CC2)N ((3aR,4S,6aS)-2-benzyloctahydrocyclopenta[c]pyrrol-4-amine). The product is CC(C[C@@H](C(N[C@H]1CC[C@@H]2CN(C[C@@H]21)C2=NC(=CC=C2)C(F)(F)F)=O)NC(OC(C)(C)C)=O)(C)C (tert-butyl(S)-4,4-dimethyl-1-oxo-1-((3aR,4S,6aS)-2-(6-(trifluoromethyl)pyridin-2-yl)octahydrocyclopenta[c]pyrrol-4-ylamino)pentan-2-ylcarbamate). RXN SMILES: [C:1]([O:5][C:6]([NH:8][C@H:9]([C:14]([OH:16])=O)[CH2:10][CH:11]([CH3:13])[CH3:12])=[O:7])([CH3:4])([CH3:3])[CH3:2].[F:17][C:18]([F:35])([F:34])[C:19]1[N:24]=[C:23]([N:25]2[CH2:29][C@@H:28]3[C@@H:30]([NH2:33])[CH2:31][CH2:32][C@@H:27]3[CH2:26]2)[CH:22]=[CH:21][CH:20]=1.[CH2:36](N1C[C@@H]2[C@@H](N)CC[C@@H]2C1)C1C=CC=CC=1>>[CH3:36][C:11]([CH3:12])([CH3:13])[CH2:10][C@H:9]([NH:8][C:6](=[O:7])[O:5][C:1]([CH3:2])([CH3:3])[CH3:4])[C:14](=[O:16])[NH:33][C@@H:30]1[C@@H:28]2[C@@H:27]([CH2:26][N:25]([C:23]3[CH:22]=[CH:21][CH:20]=[C:19]([C:18]([F:17])([F:34])[F:35])[N:24]=3)[CH2:29]2)[CH2:32][CH2:31]1. Procedure details: The title compound was prepared by substituting N-(tert-butoxycarbonyl)-L-neopentylglycine for N-(tert-butoxycarbonyl)-L-leucine and (3aR,4S,6aS)-2-(6-(trifluoromethyl)pyridin-2-yl)octahydrocyclopenta[c]pyrrol-4-amine from Step A for (3aR,4S,6aS)-2-benzyloctahydrocyclopenta[c]pyrrol-4-amine in the procedure described in Example 221: 1H NMR (400 MHz, pyridine-d5) δ ppm 7.78 (s, 1H), 7.45 (s, 1H), 7.05 (s, 1H), 6.91 (d, J=7.3, 1H), 6.47 (d, J=8.6, 1H), 4.53 (td, J=8.3, 4.7, 1H), 4.28-4.19 (m, 1H),... Reactants: Cc1cc(N(Cc2ccccc2)Cc2ccccc2)c(C)cc1C1OCCO1, CCO, O. Yields the product Cc1cc(C2OCCO2)c(C)cc1N. Reaction SMILES: [CH2:1]([N:8]([CH2:2][c:3]1[cH:4][cH:5][cH:6][cH:7][cH:22]1)[c:9]1[c:10]([CH3:21])[cH:11][c:12]([CH:16]2[O:17][CH2:18][CH2:19][O:20]2)[c:13]([CH3:15])[cH:14]1)[c:23]1[cH:24][cH:25][cH:26][cH:27][cH:28]1.[CH3:29][CH2:30][OH:31].[OH2:32]>>[NH2:8][c:9]1[c:10]([CH3:21])[cH:11][c:12]([CH:16]2[O:17][CH2:18][CH2:19][O:20]2)[c:13]([CH3:15])[cH:14]1. Starting materials: Intermediate 1, C(=O)(C(F)(F)F)O (TFA), NCCC1=CNC2=CC=CC=C12 (tryptamine), C1CCC2=CC(=CC=C12)C=O (indan-5-carboxaldehyde). Product: C1CCC2=CC(=CC=C12)C1NCCC=2C3=CC=CC=C3NC12 (1-Indan-5-yl-2,3,4,9-tetrahydro-1H-β-carboline). Isolated yield 15.6%. As a reaction SMILES: [NH2:1][CH2:2][CH2:3][C:4]1[C:12]2[C:7](=[CH:8][CH:9]=[CH:10][CH:11]=2)[NH:6][CH:5]=1.[CH2:13]1[C:21]2[C:16](=[CH:17][C:18]([CH:22]=O)=[CH:19][CH:20]=2)[CH2:15][CH2:14]1.C(O)(C(F)(F)F)=O>>[CH2:13]1[C:21]2[C:16](=[CH:17][C:18]([CH:22]3[C:5]4[NH:6][C:7]5[C:12](=[CH:11][CH:10]=[CH:9][CH:8]=5)[C:4]=4[CH2:3][CH2:2][NH:1]3)=[CH:19][CH:20]=2)[CH2:15][CH2:14]1. Reported procedure: This product was prepared using the same procedure as for Intermediate 1 with tryptamine (1.28 g, 8.0 mmol), indan-5-carboxaldehyde (1.3 g, 1.1 equiv.) and TFA (1.2 mL, 2 equiv.) to give the title compound (0.36 g, 14%).